Dataset: the Open Reaction Database (ORD), a public repository of structured organic reaction records. Task: describe an organic reaction: reactants, conditions, products, and yield Starting materials: BrC=1C(C(OC1C1=CC=C(C=C1)[N+](=O)[O-])(C)C)=O (4-bromo-2,2-dimethyl-5-(4-nitrophenyl)furan-3(2H)-one), CC1(OB(OC1(C)C)C1=CC=C(OCC2=NC3=CC=CC=C3C=C2)C=C1)C (2-((4-(4,4,5,5-tetramethyl-1,3,2-dioxaborolan-2-yl)phenoxy)methyl)quinoline), C(=O)([O-])[O-].[Cs+].[Cs+] (Cs2CO3), Pd (dppf)Cl2. Solvent: C1(=CC=CC=C1)C (toluene), O (water). Yields the product CC1(OC(=C(C1=O)C1=CC=C(C=C1)OCC1=NC2=CC=CC=C2C=C1)C1=CC=C(C=C1)[N+](=O)[O-])C (2,2-dimethyl-5-(4-nitrophenyl)-4-(4-(quinolin-2-ylmethoxy)phenyl)furan-3(2H)-one). The yield is 53.6%. As a reaction SMILES: Br[C:2]1[C:3](=[O:18])[C:4]([CH3:17])([CH3:16])[O:5][C:6]=1[C:7]1[CH:12]=[CH:11][C:10]([N+:13]([O-:15])=[O:14])=[CH:9][CH:8]=1.CC1(C)C(C)(C)OB([C:27]2[CH:44]=[CH:43][C:30]([O:31][CH2:32][C:33]3[CH:42]=[CH:41][C:40]4[C:35](=[CH:36][CH:37]=[CH:38][CH:39]=4)[N:34]=3)=[CH:29][CH:28]=2)O1.C([O-])([O-])=O.[Cs+].[Cs+]>C1(C)C=CC=CC=1.O>[CH3:16][C:4]1([CH3:17])[C:3](=[O:18])[C:2]([C:27]2[CH:28]=[CH:29][C:30]([O:31][CH2:32][C:33]3[CH:42]=[CH:41][C:40]4[C:35](=[CH:36][CH:37]=[CH:38][CH:39]=4)[N:34]=3)=[CH:43][CH:44]=2)=[C:6]([C:7]2[CH:12]=[CH:11][C:10]([N+:13]([O-:15])=[O:14])=[CH:9][CH:8]=2)[O:5]1 |f:2.3.4|. Procedure details: A solution of 4-bromo-2,2-dimethyl-5-(4-nitrophenyl)furan-3(2H)-one (100 mg, 0.32 mmol, 1 eq), 2-((4-(4,4,5,5-tetramethyl-1,3,2-dioxaborolan-2-yl)phenoxy)methyl)quinoline (115 mg, 0.32 mmol, 1 eq), and Cs2CO3 (521 mg, 1.6 mmol, 5 eq) in toluene (7 mL) and water (2.5 mL) was degassed. Then Pd (dppf)Cl2 (52 mg, 0.06 mmol, 0.2 eq) was added under an inert atmosphere and the solution was again degassed. The reaction mixture was then refluxed for 3 h, filtered through a pad of Celite®, and the filtra... Starting materials: [N+](=O)([O-])C1=C(C#N)C=CC(=C1)Cl (2-nitro-4-chlorobenzonitrile), C(CS)(=O)OCC (ethyl thioglycolate), C([O-])([O-])=O.[K+].[K+] (potassium carbonate), CCCCCC.CCOC(=O)C (hexane EtOAc). Solvent: CCO (EtOH). The product is NC1=C(SC2=C1C=CC(=C2)Cl)C(=O)OC (3-Amino-2-carbomethoxy-6-chloro-benzthiophene). The yield is 31.0%. As a reaction SMILES: [N+]([C:4]1[CH:11]=[C:10]([Cl:12])[CH:9]=[CH:8][C:5]=1[C:6]#[N:7])([O-])=O.[C:13]([O:17][CH2:18]C)(=[O:16])[CH2:14][SH:15].C(=O)([O-])[O-].[K+].[K+].CCCCCC.CCOC(C)=O>CCO>[NH2:7][C:6]1[C:5]2[CH:8]=[CH:9][C:10]([Cl:12])=[CH:11][C:4]=2[S:15][C:14]=1[C:13]([O:17][CH3:18])=[O:16] |f:2.3.4,5.6|. Reported procedure: 2-nitro-4-chlorobenzonitrile (1.94 g, 10.6 mmol) was treated with 1 eq of ethyl thioglycolate and 1 eq potassium carbonate in EtOH as described in Example 41A to give after chromatography (4:1 hexane/EtOAc) the title compound in 31% yield. 1H NMR (300 MHz, CDCl3) d 1.38 (t, J=7 Hz, 3H), 4.36 (q, J=7 Hz, 2H), 5.85 (bs, 2H), 7.33 (dd, J=9,2 Hz, 1H), 7.54 (d, J=9 Hz; 1H), 7.1 (d, J=2 Hz, 1H). MS (DCI/NH3) m/e 256 (M+H)+.